From a dataset of the Open Reaction Database (ORD), a public repository of structured organic reaction records. describe an organic reaction: reactants, conditions, products, and yield The reactants are CCO, CSC(=N)NN=Cc1c(Cl)cccc1Cl, I, NCc1cccs1, [Na+], [OH-], O. Yields the product N=C(NCc1cccs1)NN=Cc1c(Cl)cccc1Cl. Reaction SMILES: [CH3:24][CH2:25][OH:26].[Cl:2][c:3]1[c:4]([CH:5]=[N:6][NH:7][C:8]([S:9][CH3:10])=[NH:11])[c:12]([Cl:16])[cH:13][cH:14][cH:15]1.[IH:1].[NH2:17][CH2:18][c:19]1[s:20][cH:21][cH:22][cH:23]1.[Na+:29].[OH-:28].[OH2:27]>>[Cl:2][c:3]1[c:4]([CH:5]=[N:6][NH:7][C:8](=[NH:11])[NH:17][CH2:18][c:19]2[s:20][cH:21][cH:22][cH:23]2)[c:12]([Cl:16])[cH:13][cH:14][cH:15]1. The reactants are C(O)([O-])=O.[Na+] (sodium hydrogen carbonate), [N+](=O)([O-])C1=CC2=C(NC(CO2)=O)C=C1 (7-nitro-2H-1,4-benzoxazine-3(4H)-one), C([O-])([O-])=O.[K+].[K+] (potassium carbonate), BrCCCl (1-bromo-2-chloroethane). The reagents and catalysts are [Cl-].C(C1=CC=CC=C1)[N+](CC)(CC)CC (benzyltriethylammonium chloride). Run in C(C)#N (acetonitrile). Run at temperature 75 celsius, time 3 hour. Product: ClCCN1C(COC2=C1C=CC(=C2)[N+](=O)[O-])=O (4-(2-chloroethyl)-7-nitro-2H-1,4-benzoxazine-3(4H)-one). RXN SMILES: [N+:1]([C:4]1[CH:14]=[CH:13][C:7]2[NH:8][C:9](=[O:12])[CH2:10][O:11][C:6]=2[CH:5]=1)([O-:3])=[O:2].C(=O)([O-])[O-].[K+].[K+].Br[CH2:22][CH2:23][Cl:24].C(=O)([O-])O.[Na+]>[Cl-].C([N+](CC)(CC)CC)C1C=CC=CC=1.C(#N)C>[Cl:24][CH2:23][CH2:22][N:8]1[C:7]2[CH:13]=[CH:14][C:4]([N+:1]([O-:3])=[O:2])=[CH:5][C:6]=2[O:11][CH2:10][C:9]1=[O:12] |f:1.2.3,5.6,7.8|. Procedure: To a mixture of 7-nitro-2H-1,4-benzoxazine-3(4H)-one (2.0 g), benzyltriethylammonium chloride (470 mg), potassium carbonate (4.27 g) and acetonitrile (60 mL), 1-bromo-2-chloroethane (1.28 mL) was added and stirred at 75° C. for 3 hours. After the reaction liquid was cooled, saturated aqueous sodium hydrogen carbonate was added, and the reaction liquid was extracted with ethyl acetate and the extract was washed with saturated aqueous sodium chloride. After drying over anhydrous magnesium sulfate,... Reported procedure: A mixture of ethyl 2-chloromethyl-6,7-dimethoxy-4-(2-methoxyphenyl)quinoline-3-carboxylate (1.0 g), morpholine (1.25 g) and ethanol (13 ml) was stirred at room temperature for 3 days. The precipitated crystals were separated by filtration and recrystallized from ethyl acetate-hexane to give ethyl 6,7-dimethoxy-4-(2-methoxyphenyl)-2-morpholinomethylquinoline-3-carboxylate (0.76 g, 68%). Colorless prisms, mp. 153°-154° C. Isolated yield 67.7%. RXN SMILES: Cl[CH2:2][C:3]1[C:12]([C:13]([O:15][CH2:16][CH3:17])=[O:14])=[C:11]([C:18]2[CH:23]=[CH:22][CH:21]=[CH:20][C:19]=2[O:24][CH3:25])[C:10]2[C:5](=[CH:6][C:7]([O:28][CH3:29])=[C:8]([O:26][CH3:27])[CH:9]=2)[N:4]=1.[NH:30]1[CH2:35][CH2:34][O:33][CH2:32][CH2:31]1>C(O)C>[CH3:27][O:26][C:8]1[CH:9]=[C:10]2[C:5](=[CH:6][C:7]=1[O:28][CH3:29])[N:4]=[C:3]([CH2:2][N:30]1[CH2:35][CH2:34][O:33][CH2:32][CH2:31]1)[C:12]([C:13]([O:15][CH2:16][CH3:17])=[O:14])=[C:11]2[C:18]1[CH:23]=[CH:22][CH:21]=[CH:20][C:19]=1[O:24][CH3:25]. The reactants are ClCC1=NC2=CC(=C(C=C2C(=C1C(=O)OCC)C1=C(C=CC=C1)OC)OC)OC (ethyl 2-chloromethyl-6,7-dimethoxy-4-(2-methoxyphenyl)quinoline-3-carboxylate), N1CCOCC1 (morpholine). Reaction conditions: time 3 day. The product is COC=1C=C2C(=C(C(=NC2=CC1OC)CN1CCOCC1)C(=O)OCC)C1=C(C=CC=C1)OC (ethyl 6,7-dimethoxy-4-(2-methoxyphenyl)-2-morpholinomethylquinoline-3-carboxylate). Solvent: C(C)O (ethanol). Starting materials: C(CCCC=C)N1C(N(C=CC1=O)C)=O (3-(5-hexenyl)-1-methyluracil), C[N+]1(CCOCC1)[O-] (4-methylmorpholine-N oxide), solution, C(C)(C)(C)O (t-butanol), S(=O)([O-])S(=O)[O-].[Na+].[Na+] (sodium hydrosulfite). Reagents/catalysts: [Os](=O)(=O)(=O)=O (osmium tetroxide). Run in CC(=O)C (acetone), O (water), O (water). Yields the product OC(CCCCN1C(N(C=CC1=O)C)=O)CO (3-(5,6-dihydroxyhexyl)-1-methyluracil). The yield is 66.0%. RXN SMILES: [CH2:1]([N:7]1[C:12](=[O:13])[CH:11]=[CH:10][N:9]([CH3:14])[C:8]1=[O:15])[CH2:2][CH2:3]CC=C.C[N+]1([O-])CC[O:20]CC1.S(S([O-])=O)([O-])=O.[Na+].[Na+].[C:32]([OH:36])(C)([CH3:34])[CH3:33]>[Os](=O)(=O)(=O)=O.CC(C)=O.O>[OH:36][CH:32]([CH2:34][OH:20])[CH2:33][CH2:3][CH2:2][CH2:1][N:7]1[C:12](=[O:13])[CH:11]=[CH:10][N:9]([CH3:14])[C:8]1=[O:15] |f:2.3.4|. Procedure details: A solution of 3-(5-hexenyl)-1-methyluracil (598 mg, 2.9 mmol), 4-methylmorpholine-N oxide (408 mg, 3.5 mmol), and a 2.5% solution in t-butanol of osmium tetroxide (3 drops) in acetone (15 mL) and water (5 mL) was stirred for 3 days. After addition of a saturated solution of sodium hydrosulfite (10 mL) and 15 minutes, the reaction mixture was added to water (15 mL) and extracted with 20% ethanol/dichloromethane (4×40 mL). The combined organic layers were dried over sodium sulfate and the solvent ... Reactants: ClC1=C(C(=CC=C1)I)O (2-chloro-6-iodophenol), ClC1=CC(=C(C=C1)O)I (4-chloro-2-iodophenol), IC1=C(C=CC=C1)O (2-iodophenol). Yields the product IC1=C(OC2C=CCC2)C=CC=C1 (3-(2-iodophenoxy)cyclopentene), ClC1=C(OC2C=CCC2)C(=CC=C1)I (3-(2-chloro-6-iodophenoxy)cyclopentene), ClC1=CC(=C(OC2C=CCC2)C=C1)I (3-(4-chloro-2-iodophenoxy)cyclopentene). Reaction SMILES: [I:1][C:2]1[CH:7]=[CH:6][CH:5]=[CH:4][C:3]=1[OH:8].[Cl:9][C:10]1[CH:15]=[CH:14][CH:13]=[C:12]([I:16])[C:11]=1[OH:17].[Cl:18][C:19]1[CH:24]=[CH:23][C:22]([OH:25])=[C:21]([I:26])[CH:20]=1>>[I:1][C:2]1[CH:7]=[CH:6][CH:5]=[CH:4][C:3]=1[O:8][CH:12]1[CH2:13][CH2:14][CH:15]=[CH:10]1.[Cl:9][C:10]1[CH:15]=[CH:14][CH:13]=[C:12]([I:16])[C:11]=1[O:17][CH:21]1[CH2:22][CH2:23][CH:24]=[CH:19]1.[Cl:18][C:19]1[CH:24]=[CH:23][C:22]([O:25][CH:4]2[CH2:5][CH2:6][CH:7]=[CH:2]2)=[C:21]([I:26])[CH:20]=1. Reported procedure: The same procedure as in Comparative Example 2 except that 2-iodophenol, 2-chloro-6-iodophenol or 4-chloro-2-iodophenol is employed in place of 2,4-dichloro-6-iodophenol yields 3-(2-iodophenoxy)cyclopentene, 3-(2-chloro-6-iodophenoxy)cyclopentene or 3-(4-chloro-2-iodophenoxy)cyclopentene, respectively. Reactants: CSCc1cccc2cc[nH]c12, ClCCl, OC(c1ccc(C(F)(F)F)cc1Cl)C1CC1, O=C(O)C(F)(F)F. Product: CSCc1cccc2c(C(c3ccc(C(F)(F)F)cc3Cl)C3CC3)c[nH]c12. As a reaction SMILES: [CH3:24][S:25][CH2:26][c:27]1[cH:28][cH:29][cH:30][c:31]2[cH:32][cH:33][nH:34][c:35]12.[Cl:36][CH2:37][Cl:38].[Cl:8][c:9]1[c:10]([CH:19]([OH:20])[CH:21]2[CH2:22][CH2:23]2)[cH:11][cH:12][c:13]([C:15]([F:16])([F:17])[F:18])[cH:14]1.[OH:1][C:2]([C:3]([F:4])([F:5])[F:6])=[O:7]>>[Cl:8][c:9]1[c:10]([CH:19]([CH:21]2[CH2:22][CH2:23]2)[c:32]2[c:31]3[cH:30][cH:29][cH:28][c:27]([CH2:26][S:25][CH3:24])[c:35]3[nH:34][cH:33]2)[cH:11][cH:12][c:13]([C:15]([F:16])([F:17])[F:18])[cH:14]1. Reactants: C(C1=CC=CC=C1)OC1=CC=C(C=C1)C(C(=O)OCC)(C)C (ethyl 2-(4-benzyloxyphenyl)-2-methyl-propanoate). Reagents/catalysts: O (water), [Pd] (Pd/C). Run in C(C)(=O)OCC (ethyl acetate). Product: OC1=CC=C(C=C1)C(C(=O)OCC)(C)C (Ethyl 2-(4-hydroxyphenyl)-2-methyl-propanoate). Isolated yield 62.1%. RXN SMILES: C([O:8][C:9]1[CH:14]=[CH:13][C:12]([C:15]([CH3:22])([CH3:21])[C:16]([O:18][CH2:19][CH3:20])=[O:17])=[CH:11][CH:10]=1)C1C=CC=CC=1>O.[Pd].C(OCC)(=O)C>[OH:8][C:9]1[CH:10]=[CH:11][C:12]([C:15]([CH3:21])([CH3:22])[C:16]([O:18][CH2:19][CH3:20])=[O:17])=[CH:13][CH:14]=1. Reported procedure: Under inert atmosphere, a round bottom flask was charged with ethyl 2-(4-benzyloxyphenyl)-2-methyl-propanoate (15 g, mmol) and ethyl acetate (200 mL). To above reaction mixture 2-3 drops of water was added followed by Pd/C. Reaction mixture allowed to stir and evacuated the flask until solvent begins to bubble and then carefully backfill with nitrogen gas (repeated twice). Nitrogen balloon was replaced by hydrogen bladder and flask was again evacuated and refilled with hydrogen (repeated twice).... The reactants are CCCc1ccc(NCc2ccc(N(C)C)cc2)cc1, CC(C)c1cccc(C(C)C)c1N=C=O. Yields the product CCCc1ccc(N(Cc2ccc(N(C)C)cc2)C(=O)Nc2c(C(C)C)cccc2C(C)C)cc1. As a reaction SMILES: [CH3:1][N:2]([c:3]1[cH:4][cH:5][c:6]([CH2:9][NH:10][c:11]2[cH:12][cH:13][c:14]([CH2:17][CH2:18][CH3:19])[cH:15][cH:16]2)[cH:7][cH:8]1)[CH3:20].[CH:21]([CH3:22])([CH3:23])[c:24]1[c:25]([N:33]=[C:34]=[O:35])[c:26]([CH:30]([CH3:31])[CH3:32])[cH:27][cH:28][cH:29]1>>[CH3:1][N:2]([c:3]1[cH:4][cH:5][c:6]([CH2:9][N:10]([c:11]2[cH:12][cH:13][c:14]([CH2:17][CH2:18][CH3:19])[cH:15][cH:16]2)[C:34]([NH:33][c:25]2[c:24]([CH:21]([CH3:22])[CH3:23])[cH:29][cH:28][cH:27][c:26]2[CH:30]([CH3:31])[CH3:32])=[O:35])[cH:7][cH:8]1)[CH3:20]. Starting materials: BrC1=NC=2N(C(NC(C2N1)=O)=O)C (8-Bromo-3-methyl-3,7-dihydropurine-2,6-dione), C(C1=CC=CC=C1)Br (benzyl bromide). Product: C(C1=CC=CC=C1)N1C(=NC=2N(C(NC(C12)=O)=O)C)Br (7-Benzyl-8-bromo-3-methyl-3,7-dihydropurine-2,6-dione). Reaction SMILES: [Br:1][C:2]1[NH:10][C:9]2[C:8](=[O:11])[NH:7][C:6](=[O:12])[N:5]([CH3:13])[C:4]=2[N:3]=1.[CH2:14](Br)[C:15]1[CH:20]=[CH:19][CH:18]=[CH:17][CH:16]=1>>[CH2:14]([N:10]1[C:9]2[C:8](=[O:11])[NH:7][C:6](=[O:12])[N:5]([CH3:13])[C:4]=2[N:3]=[C:2]1[Br:1])[C:15]1[CH:20]=[CH:19][CH:18]=[CH:17][CH:16]=1. Procedure details: 8-Bromo-3-methyl-3,7-dihydropurine-2,6-dione and benzyl bromide were reacted and purified as described in the General procedure G, step A, to afford 77A. The reactants are C(=CCCCCCCCC)OC (methyl decenyl ether), C(C(O)C)(=O)OCC (ethyl lactate). The reagents and catalysts are Cl (HCl). Conditions: temperature 40 celsius, time 2.3 hour. Yields the product COC(CCCCCCCCC)OC(C(=O)OCC)C (Ethyl 2-[(1'-Methoxy)n-Decyloxy]Propionate). RXN SMILES: [CH:1]([O:11][CH3:12])=[CH:2][CH2:3][CH2:4][CH2:5][CH2:6][CH2:7][CH2:8][CH2:9][CH3:10].[C:13]([O:18][CH2:19][CH3:20])(=[O:17])[CH:14]([CH3:16])[OH:15]>Cl>[CH3:12][O:11][CH:1]([O:15][CH:14]([CH3:16])[C:13]([O:18][CH2:19][CH3:20])=[O:17])[CH2:2][CH2:3][CH2:4][CH2:5][CH2:6][CH2:7][CH2:8][CH2:9][CH3:10]. Procedure: Into a 50 ml. round-bottom flask equipped with a static nitrogen acid, thermometer, mantle, and magnetic stirrer, was charged 10.2 g. of methyl decenyl ether and 3.5 g. of ethyl lactate. One drop of HCl was added after heating the mixture to 40° C., whereupon an exotherm to 63° C. was experienced. Stirring was continued for 2.3 hours at between 40° and 53° C. The mixture was quenched with solid sodium carbonate. Another run made with 20.4 g. of the methyl decenyl ether and 7.1 g. of ethyl lactat...